From a dataset of the Open Reaction Database (ORD), a public repository of structured organic reaction records. describe an organic reaction: reactants, conditions, products, and yield The reactants are C(C)(C)(C)OC(=O)N[C@H]([C@H](C(C(=O)OCC)(F)F)O)CC1=CC=CC=C1 (ethyl 4(S)-[(tert-butoxycarbonyl)amino]-2,2-difluoro-3(R)-hydroxy-5-phenylpentanoate), Cl (hydrogen chloride). Procedure details: Ethyl 4(S)-amino-2,2-difluoro-3(R)-hydroxy-5-phenylpentanoate hydrochloride was synthesized in the same manner as in Example 83-(7). That is, ethyl 4(S)-[(tert-butoxycarbonyl)amino]-2,2-difluoro-3(R)-hydroxy-5-phenylpentanoate (an intermediate in Reference Example 6, 908 mg, 2.43 mmol) was treated with a solution of hydrogen chloride in 1,4-dioxane (4N, 6 mL) to give 750 mg (100%) of the target compound as a colorless solid. The yield is 100.0%. Yields the product Cl.N[C@H]([C@H](C(C(=O)OCC)(F)F)O)CC1=CC=CC=C1 (Ethyl 4(S)-amino-2,2-difluoro-3(R)-hydroxy-5-phenylpentanoate hydrochloride), target compound. Run in O1CCOCC1 (1,4-dioxane). As a reaction SMILES: C(OC([NH:8][C@@H:9]([CH2:20][C:21]1[CH:26]=[CH:25][CH:24]=[CH:23][CH:22]=1)[C@@H:10]([OH:19])[C:11]([F:18])([F:17])[C:12]([O:14][CH2:15][CH3:16])=[O:13])=O)(C)(C)C.[ClH:27]>O1CCOCC1>[ClH:27].[NH2:8][C@@H:9]([CH2:20][C:21]1[CH:22]=[CH:23][CH:24]=[CH:25][CH:26]=1)[C@@H:10]([OH:19])[C:11]([F:17])([F:18])[C:12]([O:14][CH2:15][CH3:16])=[O:13] |f:3.4|.